This data is from the Open Reaction Database (ORD), a public repository of structured organic reaction records. The task is: describe an organic reaction: reactants, conditions, products, and yield Starting materials: [BH4-], Cc1ncc2c(c1OCc1ccc(C#N)cc1)COC(=O)N2Cc1ccc(C#N)cc1, CO, ClCCl, [Na+]. The product is Cc1ncc(NCc2ccc(C#N)cc2)c(CO)c1OCc1ccc(C#N)cc1. Reaction SMILES: [BH4-:1].[C:3](#[N:4])[c:5]1[cH:6][cH:7][c:8]([CH2:9][O:10][c:11]2[c:12]([CH3:31])[n:13][cH:14][c:15]3[c:20]2[CH2:19][O:18][C:17](=[O:21])[N:16]3[CH2:22][c:23]2[cH:24][cH:25][c:26]([C:27]#[N:28])[cH:29][cH:30]2)[cH:32][cH:33]1.[CH3:34][OH:35].[Cl:36][CH2:37][Cl:38].[Na+:2]>>[C:3](#[N:4])[c:5]1[cH:6][cH:7][c:8]([CH2:9][O:10][c:11]2[c:12]([CH3:31])[n:13][cH:14][c:15]([NH:16][CH2:22][c:23]3[cH:24][cH:25][c:26]([C:27]#[N:28])[cH:29][cH:30]3)[c:20]2[CH2:19][OH:18])[cH:32][cH:33]1. The solvent is C(Cl)Cl (DCM). The reactants are FC1=CC=C(C=C1)C1=C(N(C=N1)C)C1=CC(=NC=C1)N (4-[5-(4-Fluoro-phenyl)-3-methyl-3H-imidazol-4-yl]-pyridin-2-ylamine), C(C1=CC=CC=C1)(=O)N=C=O (benzoyl isocynate), C(C)O (ethanol), C([O-])([O-])=O.[K+].[K+] (potassium carbonate). Run at temperature 50 celsius. Yield: 100.4%. Product: FC1=CC=C(C=C1)C1=C(N(C=N1)C)C1=CC(=NC=C1)NC(=O)N ({4-[5-(4-Fluoro-phenyl)-3-methyl-3H-imidazol-4-yl]-pyridin-2-yl}-urea). Procedure: 4-[5-(4-Fluoro-phenyl)-3-methyl-3H-imidazol-4-yl]-pyridin-2-ylamine (13 mg, 0.048 mmol) and benzoyl isocynate (8.6 mg, 0.058 mmol) are mixed in DCM (0.5 mL). The reaction is sealed and heated at 50° C. for 16 hrs. Then the solvent is removed and to the residue are added ethanol (0.5 mL) and potassium carbonate (10 mg, 0.073 mmol). The mixture is then heated at 80° C. for 45 min. The solvent is removed and the residue is partitioned between water (35 mL) and EtOAc (55 mL). The aqueous layer is se... As a reaction SMILES: [F:1][C:2]1[CH:7]=[CH:6][C:5]([C:8]2[N:12]=[CH:11][N:10]([CH3:13])[C:9]=2[C:14]2[CH:19]=[CH:18][N:17]=[C:16]([NH2:20])[CH:15]=2)=[CH:4][CH:3]=1.[C:21]([N:29]=C=O)(=[O:28])C1C=CC=CC=1.C(O)C.C(=O)([O-])[O-].[K+].[K+]>C(Cl)Cl>[F:1][C:2]1[CH:7]=[CH:6][C:5]([C:8]2[N:12]=[CH:11][N:10]([CH3:13])[C:9]=2[C:14]2[CH:19]=[CH:18][N:17]=[C:16]([NH:20][C:21]([NH2:29])=[O:28])[CH:15]=2)=[CH:4][CH:3]=1 |f:3.4.5|. Starting materials: CCO, COC(=O)C=Cc1ccc(C(c2cc(F)ccc2F)S(=O)(=O)c2ccc(Cl)cc2)nc1, [H][H]. Product: COC(=O)CCc1ccc(C(c2cc(F)ccc2F)S(=O)(=O)c2ccc(Cl)cc2)nc1. RXN SMILES: [CH3:34][CH2:35][OH:36].[Cl:1][c:2]1[cH:3][cH:4][c:5]([S:8](=[O:9])(=[O:10])[CH:11]([c:12]2[cH:13][cH:14][c:15]([CH:18]=[CH:19][C:20](=[O:21])[O:22][CH3:23])[cH:16][n:17]2)[c:24]2[c:25]([F:31])[cH:26][cH:27][c:28]([F:30])[cH:29]2)[cH:6][cH:7]1.[H:32][H:33]>>[Cl:1][c:2]1[cH:3][cH:4][c:5]([S:8](=[O:9])(=[O:10])[CH:11]([c:12]2[cH:13][cH:14][c:15]([CH2:18][CH2:19][C:20](=[O:21])[O:22][CH3:23])[cH:16][n:17]2)[c:24]2[c:25]([F:31])[cH:26][cH:27][c:28]([F:30])[cH:29]2)[cH:6][cH:7]1.